This data is from the Open Reaction Database (ORD), a public repository of structured organic reaction records. The task is: describe an organic reaction: reactants, conditions, products, and yield Procedure details: Dissolve 3-nitro-5-trifluoromethyl-benzoic acid (2.9 g, 12.6 mmol) and 1-hydroxy-7-azabenzotriazole (25 mL of 0.5 M solution in DMF) in THF. Add 1,3-dicyclohexylcarbodiimide (2.6 g, 12.6 mmol) and morpholine (1 g, 11 mmol). Stir the mixture for 48-72 hours at room temperature. Dilute the resulting suspension with DCM and quench with saturated aqueous ammonium chloride. Wash the organic layer further by aqueous saturated sodium chloride and water, dry (MgSO4) and concentrate to a yellow-white res... Isolated yield 75.0%. RXN SMILES: [N+:1]([C:4]1[CH:5]=[C:6]([CH:10]=[C:11]([C:13]([F:16])([F:15])[F:14])[CH:12]=1)[C:7]([OH:9])=O)([O-:3])=[O:2].ON1C2N=CC=CC=2N=N1.C1(N=C=NC2CCCCC2)CCCCC1.[NH:42]1[CH2:47][CH2:46][O:45][CH2:44][CH2:43]1>C1COCC1.C(Cl)Cl>[N:42]1([C:7]([C:6]2[CH:10]=[C:11]([C:13]([F:16])([F:15])[F:14])[CH:12]=[C:4]([N+:1]([O-:3])=[O:2])[CH:5]=2)=[O:9])[CH2:47][CH2:46][O:45][CH2:44][CH2:43]1. Starting materials: C1(CCCCC1)N=C=NC1CCCCC1 (1,3-dicyclohexylcarbodiimide), N1CCOCC1 (morpholine), [N+](=O)([O-])C=1C=C(C(=O)O)C=C(C1)C(F)(F)F (3-nitro-5-trifluoromethyl-benzoic acid), ON1N=NC2=C1N=CC=C2 (1-hydroxy-7-azabenzotriazole). Product: N1(CCOCC1)C(=O)C1=CC(=CC(=C1)C(F)(F)F)[N+](=O)[O-] (Morpholin-4-yl-(3-nitro-5-trifluoromethyl-phenyl)-methanone), white solid. The solvent is C(Cl)Cl (DCM), C1CCOC1 (THF). Run at time 60 hour. The product is CC(C(=O)OCC)C(=O)[O-].[K+] (potassium ethyl methylmalonate). Procedure details: Potassium ethyl methylmalonate (87 mg) was added to dry tetrahydrofuran (THF; 3 ml) under an argon atmosphere and the suspension cooled to 0° C. A 1.22M solution of n-butyl lithium in n-hexane (0.39 ml) was added over a 10 minute period and the mixture was stirred for 20 minutes. A solution of 4'-bromomethyl- N-(isobutoxycarbonyl)- N-(3-methoxy-5-methylpyrazin-2-yl)-2-biphenylsulphonamide (230 mg) dissolved in dry THF (3 ml) was added over a period of 10 minutes. The mixture was allowed to attai... Run in C(C)O (ethanol). Reactants: [OH-].[K+] (Potassium hydroxide), CC(C(=O)OCC)C(=O)OCC (diethyl methylmalonate). Conditions: time 18 hour. As a reaction SMILES: [OH-].[K+:2].[CH3:3][CH:4]([C:10]([O:12]CC)=[O:11])[C:5]([O:7][CH2:8][CH3:9])=[O:6]>C(O)C>[CH3:3][CH:4]([C:10]([O-:12])=[O:11])[C:5]([O:7][CH2:8][CH3:9])=[O:6].[K+:2] |f:0.1,4.5|. Isolated yield 73.6%. Starting materials: Fc1ccc(OC(=O)C(C)(C)C)cc1 (substrate), c4(OC)ccc(B3OB(c1ccc(OC)cc1)OB(c2ccc(OC)cc2)O3)cc4 (effective_coupling_partner). The reagents and catalysts are PCy3. Run at temperature 110 celsius, time 12 hour. The product is Fc1ccc(c2ccc(OC)cc2)cc1. The reactants are C(=C)C=1C=C2C(=CNC2=CC1)CCN1CCCC1 (5-Vinyl-3-(2-pyrrolidinylethyl)-1H-indole). Reagents/catalysts: [Pd] (Pd/C). Solvent: C(C)(=O)OCC (ethyl acetate). Reaction conditions: time 2.5 hour. Yields the product C(C)C=1C=C2C(=CNC2=CC1)CCN1CCCC1 (5-ethyl-3-(2-pyrrolidinylethyl) -1H-indole). Isolated yield 56.3%. Reaction SMILES: [CH:1]([C:3]1[CH:4]=[C:5]2[C:9](=[CH:10][CH:11]=1)[NH:8][CH:7]=[C:6]2[CH2:12][CH2:13][N:14]1[CH2:18][CH2:17][CH2:16][CH2:15]1)=[CH2:2]>C(OCC)(=O)C.[Pd]>[CH2:1]([C:3]1[CH:4]=[C:5]2[C:9](=[CH:10][CH:11]=1)[NH:8][CH:7]=[C:6]2[CH2:12][CH2:13][N:14]1[CH2:18][CH2:17][CH2:16][CH2:15]1)[CH3:2]. Procedure: 5-Vinyl-3-(2-pyrrolidinylethyl)-1H-indole (Example 10c, 8.0 mg, 0.033 mmol) in ethyl acetate (3 mL) containing a spatula tip of Pd/C (10%) was stirred at room temperature under an atmosphere of hydrogen for 2.5 h. Filtration through celite using 10% 2M methanolic ammonia in dichloromethane and evaporation of the solvent in vacuo. A final filtration through silica gel using 10% 2M methanolic ammonia in dichloromethane yielded 5-ethyl-3-(2-pyrrolidinylethyl) -1H-indole (4.5 mg, 56%). Starting materials: CI, COc1ccc(C(=O)O)c(C)c1C, [Li]C(C)CC, C1CCOC1. Product: CCc1c(C(=O)O)ccc(OC)c1C. RXN SMILES: [CH3:19][I:20].[CH3:1][O:2][c:3]1[c:4]([CH3:13])[c:5]([CH3:12])[c:6]([C:7](=[O:8])[OH:9])[cH:10][cH:11]1.[CH:14]([Li:15])([CH2:16][CH3:17])[CH3:18].[O:21]1[CH2:22][CH2:23][CH2:24][CH2:25]1>>[CH3:1][O:2][c:3]1[c:4]([CH3:13])[c:5]([CH2:12][CH3:14])[c:6]([C:7](=[O:8])[OH:9])[cH:10][cH:11]1. The reactants are aqueous solution, C([O-])([O-])=O.[Cs+].[Cs+] (cesium carbonate), C(C1=CC=CC=C1)OC(=O)N[C@@H](CCC(=O)O)CF ((S)-4-((benzyloxycarbonyl)amino)-5-fluoropentanoic acid), C([O-])([O-])=O (carbonate). Run in CO (methanol), O (water). Reaction conditions: time 8 hour. The product is C(C1=CC=CC=C1)OC(=O)N[C@@H](CCC(=O)OC)CF ((S)-4-((benzyloxycarbonyl)amino)-5-fluoropentanoic acid, methyl ester). RXN SMILES: [C:1](=O)([O-])[O-].[Cs+].[Cs+].[CH2:7]([O:14][C:15]([NH:17][C@H:18]([CH2:24][F:25])[CH2:19][CH2:20][C:21]([OH:23])=[O:22])=[O:16])[C:8]1[CH:13]=[CH:12][CH:11]=[CH:10][CH:9]=1.C(=O)([O-])[O-]>CO.O>[CH2:7]([O:14][C:15]([NH:17][C@H:18]([CH2:24][F:25])[CH2:19][CH2:20][C:21]([O:23][CH3:1])=[O:22])=[O:16])[C:8]1[CH:9]=[CH:10][CH:11]=[CH:12][CH:13]=1 |f:0.1.2|. Reported procedure: A 20% aqueous solution of cesium carbonate was slowly added to a mixture of 14.2 g of 10 in 230 ml of methanol and 23 ml of water, until the mixture was neutral (about 50 ml of the carbonate solution). The solvent was evaporated under reduced pressure. The residue was placed in 50 ml of dimethylformamide and stripped twice. The residue was placed in 150 ml of dimethylformamide and 50 ml of methyl iodide was added to the mixture, which then was stirred overnight at room temperature. The mixture w... The reactants are COC(=O)c1nc(Br)c2c(Oc3ccc(F)cc3)cccc2c1O, CN(C)C=O, N#C[Cu]. The product is COC(=O)c1nc(C#N)c2c(Oc3ccc(F)cc3)cccc2c1O. As a reaction SMILES: [CH3:1][O:2][C:3](=[O:4])[c:5]1[n:6][c:7]([Br:24])[c:8]2[c:9]([O:16][c:17]3[cH:18][cH:19][c:20]([F:23])[cH:21][cH:22]3)[cH:10][cH:11][cH:12][c:13]2[c:14]1[OH:15].[CH3:28][N:29]([CH3:30])[CH:31]=[O:32].[Cu:25][C:26]#[N:27]>>[CH3:1][O:2][C:3](=[O:4])[c:5]1[n:6][c:7]([C:26]#[N:27])[c:8]2[c:9]([O:16][c:17]3[cH:18][cH:19][c:20]([F:23])[cH:21][cH:22]3)[cH:10][cH:11][cH:12][c:13]2[c:14]1[OH:15].